From a dataset of the Open Reaction Database (ORD), a public repository of structured organic reaction records. describe an organic reaction: reactants, conditions, products, and yield Starting materials: [Cl-].[NH4+] (ammonium chloride), CC(C)([O-])C.[K+] (potassium t-butoxide), CN(C=O)C (N,N-dimethylformamide), O=C1CCC(CC1)NC(OC(C)(C)C)=O (t-butyl 4-oxocyclohexylcarbamate), CN(C=O)C (N,N-dimethylformamide). Reagents/catalysts: [Br-].C(CCC)[P+](C1=CC=CC=C1)(C1=CC=CC=C1)C1=CC=CC=C1 (butyltriphenylphosphonium bromide). Run at time 15 minute. Product: C(CCC)=C1CCC(CC1)NC(OC(C)(C)C)=O (t-butyl (4-butylidenecyclohexyl)carbamate). As a reaction SMILES: C[C:2]([CH3:5])([O-])[CH3:3].[K+].O=[C:8]1[CH2:13][CH2:12][CH:11]([NH:14][C:15](=[O:21])[O:16][C:17]([CH3:20])([CH3:19])[CH3:18])[CH2:10][CH2:9]1.[Cl-].[NH4+].[CH3:24]N(C)C=O>[Br-].C([P+](C1C=CC=CC=1)(C1C=CC=CC=1)C1C=CC=CC=1)CCC>[CH:24](=[C:8]1[CH2:13][CH2:12][CH:11]([NH:14][C:15](=[O:21])[O:16][C:17]([CH3:20])([CH3:19])[CH3:18])[CH2:10][CH2:9]1)[CH2:3][CH2:2][CH3:5] |f:0.1,3.4,6.7|. Reported procedure: To a mixture of potassium t-butoxide (2.05 g) and anhydrous N,N-dimethylformamide (60 ml) was added butyltriphenylphosphonium bromide (7.30 g) at room temperature. The mixture was stirred for 15 minutes and then a solution of t-butyl 4-oxocyclohexylcarbamate (1.30 g) in N,N-dimethylformamide (10 ml) was added to the mixture. The reaction mixture was stirred at room temperature overnight and then saturated aqueous ammonium chloride was added to the mixture. The mixture was extracted with toluene,...